Dataset: the Open Reaction Database (ORD), a public repository of structured organic reaction records. Task: describe an organic reaction: reactants, conditions, products, and yield Starting materials: CC([O-])C.[Al+3].CC([O-])C.CC([O-])C (aluminum isopropoxide), N1=C2C(=CC=C1)CC1=C(O2)C=CC(=C1)C(C(=O)O)C (2-(5H-[1]benzopyrano[2,3-b]pyridin-7-yl)propionic acid), O (water). The solvent is C(C)(C)O (isopropyl alcohol), C(C)(C)O (isopropyl alcohol). The product is N1=C2C(=CC=C1)CC1=C(O2)C=CC(=C1)C(C(=O)[O-])C.[Al+3].N1=C2C(=CC=C1)CC1=C(O2)C=CC(=C1)C(C(=O)[O-])C.N1=C2C(=CC=C1)CC1=C(O2)C=CC(=C1)C(C(=O)[O-])C (aluminum 2-(5H-[1]-benzopyrano[2,3-b]pyridin-7-yl)propionate). RXN SMILES: [N:1]1[CH:6]=[CH:5][CH:4]=[C:3]2[CH2:7][C:8]3[CH:14]=[C:13]([CH:15]([CH3:19])[C:16]([OH:18])=[O:17])[CH:12]=[CH:11][C:9]=3[O:10][C:2]=12.CC(C)[O-].[Al+3:24].CC(C)[O-].CC(C)[O-].O>C(O)(C)C>[N:1]1[CH:6]=[CH:5][CH:4]=[C:3]2[CH2:7][C:8]3[CH:14]=[C:13]([CH:15]([CH3:19])[C:16]([O-:18])=[O:17])[CH:12]=[CH:11][C:9]=3[O:10][C:2]=12.[Al+3:24].[N:1]1[CH:6]=[CH:5][CH:4]=[C:3]2[CH2:7][C:8]3[CH:14]=[C:13]([CH:15]([CH3:19])[C:16]([O-:18])=[O:17])[CH:12]=[CH:11][C:9]=3[O:10][C:2]=12.[N:1]1[CH:6]=[CH:5][CH:4]=[C:3]2[CH2:7][C:8]3[CH:14]=[C:13]([CH:15]([CH3:19])[C:16]([O-:18])=[O:17])[CH:12]=[CH:11][C:9]=3[O:10][C:2]=12 |f:1.2.3.4,7.8.9.10|. Procedure details: 2.5 G of 2-(5H-[1]benzopyrano[2,3-b]pyridin-7-yl)propionic acid is dissolved in 80 ml of isopropyl alcohol. A solution of 2.1 g of aluminum isopropoxide in 25 ml of isopropyl alcohol is added dropwise to the solution with stirring, white crystals being immediately yielded. After refluxing the mixture for 1 hour, 3 ml of water is added, and then the whole mixture is further refluxed for 1 hour. After cooling, the crystals are filtered off, washed with isopropyl alcohol, and dried to give aluminum... Reactants: COC(=O)CCCSc1c(O)c2ccc(Cl)cc2[nH]c1=O, Cl, [Na+], [OH-]. Yields the product O=C(O)CCCSc1c(O)c2ccc(Cl)cc2[nH]c1=O. Reaction SMILES: [Cl:1][c:2]1[cH:3][cH:4][c:5]2[c:6]([OH:21])[c:7]([S:13][CH2:14][CH2:15][CH2:16][C:17](=[O:18])[O:19][CH3:20])[c:8](=[O:12])[nH:9][c:10]2[cH:11]1.[ClH:22].[Na+:24].[OH-:23]>>[Cl:1][c:2]1[cH:3][cH:4][c:5]2[c:6]([OH:21])[c:7]([S:13][CH2:14][CH2:15][CH2:16][C:17](=[O:18])[OH:19])[c:8](=[O:12])[nH:9][c:10]2[cH:11]1. The reactants are CCCCO, CC(C)O, CN1CC(CCCl)OC1=O, Clc1ccccc1N1CCNCC1, [I-], [K+], [Na+], [Na+], O=C([O-])[O-]. Yields the product CN1CC(CCN2CCN(c3ccccc3Cl)CC2)OC1=O. As a reaction SMILES: [CH2:32]([OH:33])[CH2:34][CH2:35][CH3:36].[CH3:37][CH:38]([OH:39])[CH3:40].[Cl:14][CH2:15][CH2:16][CH:17]1[CH2:18][N:19]([CH3:23])[C:20](=[O:22])[O:21]1.[Cl:1][c:2]1[c:3]([N:8]2[CH2:9][CH2:10][NH:11][CH2:12][CH2:13]2)[cH:4][cH:5][cH:6][cH:7]1.[I-:31].[K+:30].[Na+:24].[Na+:25].[O-:26][C:27](=[O:28])[O-:29]>>[Cl:1][c:2]1[c:3]([N:8]2[CH2:9][CH2:10][N:11]([CH2:15][CH2:16][CH:17]3[CH2:18][N:19]([CH3:23])[C:20](=[O:22])[O:21]3)[CH2:12][CH2:13]2)[cH:4][cH:5][cH:6][cH:7]1.